This data is from the Open Reaction Database (ORD), a public repository of structured organic reaction records. The task is: describe an organic reaction: reactants, conditions, products, and yield The reactants are BrC1=NC=C(C=C1)C (2-bromo-5-methylpyridine), C(C)(C)(C)C=1C=CC(=C(C1)B(O)O)OC ((5-(tert-butyl)-2-methoxyphenyl)boronic acid), C(C)(C)(C)C=1C=CC(=C(C1)B(O)O)OC ((5-(tert-butyl)-2-methoxyphenyl)boronic acid), C([O-])([O-])=O.[K+].[K+] (potassium carbonate). Reagents/catalysts: C=1C=CC(=CC1)[P](C=2C=CC=CC2)(C=3C=CC=CC3)[Pd]([P](C=4C=CC=CC4)(C=5C=CC=CC5)C=6C=CC=CC6)([P](C=7C=CC=CC7)(C=8C=CC=CC8)C=9C=CC=CC9)[P](C=1C=CC=CC1)(C=1C=CC=CC1)C=1C=CC=CC1 (Tetrakis(triphenylphosphine)palladium(0)). Solvent: C(OC)COC (dimethoxyethane), O (water). Conditions: temperature 80 celsius. Product: C(C)(C)(C)C=1C=CC(=C(C1)C1=NC=C(C=C1)C)OC (2-(5-(tert-butyl)-2-methoxyphenyl)-5-methylpyridine). Isolated yield 99.0%. RXN SMILES: Br[C:2]1[CH:7]=[CH:6][C:5]([CH3:8])=[CH:4][N:3]=1.[C:9]([C:13]1[CH:14]=[CH:15][C:16]([O:22][CH3:23])=[C:17](B(O)O)[CH:18]=1)([CH3:12])([CH3:11])[CH3:10].C(=O)([O-])[O-].[K+].[K+]>C(COC)OC.O.C1C=CC([P]([Pd]([P](C2C=CC=CC=2)(C2C=CC=CC=2)C2C=CC=CC=2)([P](C2C=CC=CC=2)(C2C=CC=CC=2)C2C=CC=CC=2)[P](C2C=CC=CC=2)(C2C=CC=CC=2)C2C=CC=CC=2)(C2C=CC=CC=2)C2C=CC=CC=2)=CC=1>[C:9]([C:13]1[CH:18]=[CH:17][C:16]([O:22][CH3:23])=[C:15]([C:2]2[CH:7]=[CH:6][C:5]([CH3:8])=[CH:4][N:3]=2)[CH:14]=1)([CH3:12])([CH3:10])[CH3:11] |f:2.3.4,^1:40,42,61,80|. Reported procedure: A mixture of 2-bromo-5-methylpyridine [purchased from TCI] (0.827 g, 4.81 mmol), (5-(tert-butyl)-2-methoxyphenyl)boronic acid [Intermediate 5] (1.2 g, 5.77 mmol) and potassium carbonate (0.997 g, 7.21 mmol) in dimethoxyethane (15 mL) and water (5 mL) was purged with nitrogen for 20 minutes. Tetrakis(triphenylphosphine)palladium(0) (277.8 mg, 0.24 mmol) was added and the reaction mixture heated to 80° C. in a sealed vial for 22 hours. The cooled reaction mixture was partitioned between ethyl acet... The reactants are O1CCC(CC1)C1=CC=C(C=C1)N (4-(tetrahydro-2H-pyran-4-yl)benzenamine), Br (HBr), N(=O)[O-].[Na+] (NaNO2), CuBr, Br (HBr). Run in O (water). Run at temperature -5 celsius, time 30 minute. Yields the product BrC1=CC=C(C=C1)C1CCOCC1 (4-(4-bromophenyl)-tetrahydro-2H-pyran). Reaction SMILES: [O:1]1[CH2:6][CH2:5][CH:4]([C:7]2[CH:12]=[CH:11][C:10](N)=[CH:9][CH:8]=2)[CH2:3][CH2:2]1.N([O-])=O.[Na+].[BrH:18]>O>[Br:18][C:10]1[CH:11]=[CH:12][C:7]([CH:4]2[CH2:5][CH2:6][O:1][CH2:2][CH2:3]2)=[CH:8][CH:9]=1 |f:1.2|. Procedure details: A solution of 4-(tetrahydro-2H-pyran-4-yl)benzenamine (1.79 g, 10.10 mmol) in 15 mL of HBr and 5 mL of water was stirred at 0° C. for 10 minutes, then 0.77 g of NaNO2 was added to the mixture at −5° C.˜0° C. The mixture was stirred at −5° C. for 30 minutes. Then the solution of CuBr in 3 mL of HBr was added to the mixture, after that the mixture was heated at 100° C. for 2 hours. The mixture was cooled to room temperature, partitioned between 2N NaOH and EA, washed with water and aqueous NaCl, d... Starting materials: B(F)(F)F.CCOCC (Boron trifluoride diethyl etherate), FC1=C(C=CC(=C1)F)[C@@]12N=C(SC[C@@H]1C[C@@H](OC2)C(CCC(=C)C)O)NC(C2=CC=CC=C2)=O (N-[(4aR,6R,8aS)-8a-(2,4-difluorophenyl)-6-(1-hydroxy-4-methylpent-4-en-1-yl)-4,4a,5,6,8,8a-hexahydropyrano[3,4-d][1,3]thiazin-2-yl]benzamide). The solvent is ClCCl (dichloromethane), O (water). Run at temperature 0 celsius, time 5 minute. Yields the product FC1=C(C=CC(=C1)F)[C@@]12N=C(SC[C@@H]1C[C@@H](OC2)C2OC(CC2)(C)C)NC(C2=CC=CC=C2)=O (N-[(4aR,6R,8aS)-8a-(2,4-difluorophenyl)-6-(5,5-dimethyltetrahydrofuran-2-yl)-4,4a,5,6,8,8a-hexahydropyrano[3,4-d][1,3]thiazin-2-yl]benzamide). Reaction SMILES: B(F)(F)F.CCOCC.[F:10][C:11]1[CH:16]=[C:15]([F:17])[CH:14]=[CH:13][C:12]=1[C@:18]12[CH2:27][O:26][C@@H:25]([CH:28]([OH:34])[CH2:29][CH2:30][C:31]([CH3:33])=[CH2:32])[CH2:24][C@H:23]1[CH2:22][S:21][C:20]([NH:35][C:36](=[O:43])[C:37]1[CH:42]=[CH:41][CH:40]=[CH:39][CH:38]=1)=[N:19]2>ClCCl.O>[F:10][C:11]1[CH:16]=[C:15]([F:17])[CH:14]=[CH:13][C:12]=1[C@:18]12[CH2:27][O:26][C@@H:25]([CH:28]3[CH2:29][CH2:30][C:31]([CH3:33])([CH3:32])[O:34]3)[CH2:24][C@H:23]1[CH2:22][S:21][C:20]([NH:35][C:36](=[O:43])[C:37]1[CH:42]=[CH:41][CH:40]=[CH:39][CH:38]=1)=[N:19]2 |f:0.1|. Procedure details: Boron trifluoride diethyl etherate (21 μL, 0.98 mmol) was added to a solution of N-[(4aR,6R,8aS)-8a-(2,4-difluorophenyl)-6-(1-hydroxy-4-methylpent-4-en-1-yl)-4,4a,5,6,8,8a-hexahydropyrano[3,4-d][1,3]thiazin-2-yl]benzamide (C77) (106 mg, 0.22 mmol) in dichloromethane (7 mL) at 0° C. The mixture was stirred at 0° C. for 5 minutes, then allowed to warm to room temperature and stirred for a further 5 hours. The mixture was diluted with water (15 mL) and extracted with ethyl acetate (3×20 mL). The co... The reactants are CCCCN, O=C(c1ccc(F)cc1)N1CCCC1CN1CCCC1. The product is CCCCNc1ccc(C(=O)N2CCCC2CN2CCCC2)cc1. Reaction SMILES: [CH2:21]([CH2:22][CH2:23][CH3:24])[NH2:25].[F:1][c:2]1[cH:3][cH:4][c:5]([C:8](=[O:9])[N:10]2[CH:11]([CH2:15][N:16]3[CH2:17][CH2:18][CH2:19][CH2:20]3)[CH2:12][CH2:13][CH2:14]2)[cH:6][cH:7]1>>[c:2]1([NH:25][CH2:21][CH2:22][CH2:23][CH3:24])[cH:3][cH:4][c:5]([C:8](=[O:9])[N:10]2[CH:11]([CH2:15][N:16]3[CH2:17][CH2:18][CH2:19][CH2:20]3)[CH2:12][CH2:13][CH2:14]2)[cH:6][cH:7]1.